This data is from the Open Reaction Database (ORD), a public repository of structured organic reaction records. The task is: describe an organic reaction: reactants, conditions, products, and yield Starting materials: N1=CC=CC=C1 (pyridine), Cl.C(C1=CN=CC=C1)(=O)Cl (nicotinoyl chloride hydrochloride), C1(=CC=CC=C1)\C(=C/CCCCCO)\C=1C=NC=CC1 ((E)-7-Phenyl-7-(3-pyridyl)-6-hepten-1-ol). The solvent is C(Cl)Cl (methylene chloride). Reaction conditions: time 18 hour. The product is C(C1=CN=CC=C1)OCCCCC\C=C(\C=1C=NC=CC1)/C1=CC=CC=C1 (1-nicotinyloxy-(E)-7-phenyl-7-(3-pyridyl)-6-heptene). Yield: 93.0%. Reaction SMILES: [C:1]1(/[C:7](/[C:15]2[CH:16]=[N:17][CH:18]=[CH:19][CH:20]=2)=[CH:8]\[CH2:9][CH2:10][CH2:11][CH2:12][CH2:13][OH:14])[CH:6]=[CH:5][CH:4]=[CH:3][CH:2]=1.N1C=CC=CC=1.Cl.[C:28](Cl)(=O)[C:29]1[CH:34]=[CH:33][CH:32]=[N:31][CH:30]=1>C(Cl)Cl>[CH2:28]([O:14][CH2:13][CH2:12][CH2:11][CH2:10][CH2:9]/[CH:8]=[C:7](\[C:1]1[CH:2]=[CH:3][CH:4]=[CH:5][CH:6]=1)/[C:15]1[CH:16]=[N:17][CH:18]=[CH:19][CH:20]=1)[C:29]1[CH:34]=[CH:33][CH:32]=[N:31][CH:30]=1 |f:2.3|. Procedure details: (E)-7-Phenyl-7-(3-pyridyl)-6-hepten-1-ol (0.8 g, 3 mmoles) was dissolved in methylene chloride (10 ml), and pyridine (2 ml) and nicotinoyl chloride hydrochloride (0.55 g, 3 mmoles) were added. The mixture was stirred at room temperature for 18 hours and then concentrated under reduced pressure. The residue was subjected to silica gel column chromatography using isopropyl ether-ethyl acetate (1:1) as the developing solvent to give 1-nicotinyloxy-(E)-7-phenyl-7-(3-pyridyl)-6-heptene (1.0 g, 89.6%)... The reactants are ClC(Cl)(Cl)Cl, Cc1ccc(Cl)cc1Cl, Cl, CC(C)(C#N)N=NC(C)(C)C#N. Product: ClCc1ccc(Cl)cc1Cl. Reaction SMILES: [C:23]([Cl:24])([Cl:25])([Cl:26])[Cl:27].[Cl:1][c:2]1[c:3]([CH3:9])[cH:4][cH:5][c:6]([Cl:8])[cH:7]1.[Cl:22].[N:10]#[C:11][C:12]([N:13]=[N:14][C:15]([C:16]#[N:17])([CH3:18])[CH3:19])([CH3:20])[CH3:21]>>[Cl:1][c:2]1[c:3]([CH2:9][Cl:24])[cH:4][cH:5][c:6]([Cl:8])[cH:7]1. Starting materials: NC1CN(CC1)CC1=CC=CC=C1 (3-Amino-1-benzylpyrrolidine), [OH-].[Na+] (sodium hydroxide), C(C)(=O)OC(C)=O (acetic anhydride), ice water. Solvent: C(Cl)Cl (methylene chloride). Yields the product C(C)(=O)NC1CN(CC1)CC1=CC=CC=C1 (3-acetylamino-1benzylpyrrolidine). As a reaction SMILES: [NH2:1][CH:2]1[CH2:6][CH2:5][N:4]([CH2:7][C:8]2[CH:13]=[CH:12][CH:11]=[CH:10][CH:9]=2)[CH2:3]1.[C:14](OC(=O)C)(=[O:16])[CH3:15].[OH-].[Na+]>C(Cl)Cl>[C:14]([NH:1][CH:2]1[CH2:6][CH2:5][N:4]([CH2:7][C:8]2[CH:13]=[CH:12][CH:11]=[CH:10][CH:9]=2)[CH2:3]1)(=[O:16])[CH3:15] |f:2.3|. Reported procedure: 3-Amino-1-benzylpyrrolidine [8.3 g, prepared by a method of G. C. Helsley et al., J. Med. Chem., 11, 1034 (1968)] was dissolved in methylene chloride (40 ml) and thereto acetic anhydride (5.3 g) was added dropwise with stirring under cooling with ice-water and the mixture was stirred for 1.5 hours. After addition of 2N sodium hydroxide (40 ml), the mixture was extracted with methylene chloride. The extract was washed with water and dried over anhydrous magnesium sulfate, followed by distilling o... The reactants are Cc1c(O)cccc1Br, CC(C)(C)OC(=O)CBr, O=C([O-])[O-], CC(C)=O, [K+], [K+]. Product: Cc1c(Br)cccc1OCC(=O)OC(C)(C)C. Reaction SMILES: [Br:16][c:17]1[c:18]([CH3:24])[c:19]([OH:23])[cH:20][cH:21][cH:22]1.[Br:1][CH2:2][C:3](=[O:4])[O:5][C:6]([CH3:7])([CH3:8])[CH3:9].[C:10](=[O:11])([O-:12])[O-:13].[CH3:25][C:26](=[O:27])[CH3:28].[K+:14].[K+:15]>>[CH2:2]([C:3](=[O:4])[O:5][C:6]([CH3:7])([CH3:8])[CH3:9])[O:23][c:19]1[c:18]([CH3:24])[c:17]([Br:16])[cH:22][cH:21][cH:20]1.